Task: describe an organic reaction: reactants, conditions, products, and yield. Dataset: the Open Reaction Database (ORD), a public repository of structured organic reaction records The reactants are CC1=C(C(C(=C(C1=O)C)C)=O)CC1=CC=C(C=C1)CCC(=O)O (3-[4-(3,5,6-trimethyl-1,4-benzoquinon-2-ylmethyl)phenyl]propionic acid), N1CCCCC1 (piperidine). Product: CC1=C(C(C(=C(C1=O)C)C)=O)CC1=CC=C(C=C1)CCC(=O)N1CCCCC1 (N-[3-[4-(3,5,6-Trimethyl-1,4-benzoquinon-2-ylmethyl)phenyl]propionyl]piperidine). Isolated yield 175.0%. As a reaction SMILES: [CH3:1][C:2]1[C:7](=[O:8])[C:6]([CH3:9])=[C:5]([CH3:10])[C:4](=[O:11])[C:3]=1[CH2:12][C:13]1[CH:18]=[CH:17][C:16]([CH2:19][CH2:20][C:21](O)=[O:22])=[CH:15][CH:14]=1.[NH:24]1[CH2:29][CH2:28][CH2:27][CH2:26][CH2:25]1>>[CH3:1][C:2]1[C:7](=[O:8])[C:6]([CH3:9])=[C:5]([CH3:10])[C:4](=[O:11])[C:3]=1[CH2:12][C:13]1[CH:18]=[CH:17][C:16]([CH2:19][CH2:20][C:21]([N:24]2[CH2:29][CH2:28][CH2:27][CH2:26][CH2:25]2)=[O:22])=[CH:15][CH:14]=1. Reported procedure: 3-[4-(3,5,6-trimethyl-1,4-benzoquinon-2-ylmethyl)phenyl]propionic acid (25 mg, 0.08 mmol) and piperidine (0.012 ml, 0.12 mmol) were used, and a method similar to that described in Production Example 46 was employed to obtain the title compound (53 mg, 0.14 mmol, yield 59%). The reactants are C1=CC=C(C=C1)P(C2=CC=CC=C2)C3=CC=CC=C3 (Ph3P), C1(C=CC(N1)=O)=O (maleimide), CC(C)OC(=O)/N=N/C(=O)OC(C)C (DIAD), C1(=CC=CC=C1)CCCO (3-phenyl-1-propanol). The product is C1(=CC=CC=C1)CCCN1C(C=CC1=O)=O (N-(3-phenylpropyl)maleimide). As a reaction SMILES: C1C=CC(P(C2C=CC=CC=2)C2C=CC=CC=2)=CC=1.CC(OC(/N=N/C(OC(C)C)=O)=O)C.[C:34]1([CH2:40][CH2:41][CH2:42]O)[CH:39]=[CH:38][CH:37]=[CH:36][CH:35]=1.[C:44]1(=[O:50])[NH:48][C:47](=[O:49])[CH:46]=[CH:45]1>>[C:34]1([CH2:40][CH2:41][CH2:42][N:48]2[C:44](=[O:50])[CH:45]=[CH:46][C:47]2=[O:49])[CH:35]=[CH:36][CH:37]=[CH:38][CH:39]=1. Procedure details: Reagents: Ph3P (0.65 g, 2.5 mmol), DIAD (0.5 ml, 2.5 mmol), 3-phenyl-1-propanol (0.48 ml, 3.75 mmol) and maleimide (0.24 g, 2.5 mmol). Starting materials: ClC=1C2=C(N=CN1)SC1=C2CCC2(OCCO2)C1 (4-chloro-5,8-dihydro-6H-spiro[1-benzothieno[2,3-d]pyrimidine-7,2′-[1,3]dioxolane]), ClC=1C=C(C=CC1OCC1=NC=CC=C1)N (3-Chloro-4-(pyridin-2-ylmethoxyl)-phenylamine), Cl (HCl). The solvent is C(C)O (ethanol), C(C)O (ethanol). Reaction conditions: temperature 80 celsius, time 12 hour. Product: Cl.ClC=1C=C(C=CC1OCC1=NC=CC=C1)NC=1C2=C(N=CN1)SC1=C2CCC2(OCCO2)C1 (N-[3-chloro-4-(pyridin-2-ylmethoxy)phenyl]-5,8-dihydro-6H-spiro[1-benzothieno[2,3-d]pyrimidine-7,2′-[1,3]dioxolan]-4-amine hydrochloride). Reaction SMILES: [Cl:1][C:2]1[C:3]2[C:10]3[CH2:11][CH2:12][C:13]4([CH2:18][C:9]=3[S:8][C:4]=2[N:5]=[CH:6][N:7]=1)[O:17][CH2:16][CH2:15][O:14]4.[Cl:19][C:20]1[CH:21]=[C:22]([NH2:34])[CH:23]=[CH:24][C:25]=1[O:26][CH2:27][C:28]1[CH:33]=[CH:32][CH:31]=[CH:30][N:29]=1.Cl>C(O)C>[ClH:1].[Cl:19][C:20]1[CH:21]=[C:22]([NH:34][C:2]2[C:3]3[C:10]4[CH2:11][CH2:12][C:13]5([CH2:18][C:9]=4[S:8][C:4]=3[N:5]=[CH:6][N:7]=2)[O:17][CH2:16][CH2:15][O:14]5)[CH:23]=[CH:24][C:25]=1[O:26][CH2:27][C:28]1[CH:33]=[CH:32][CH:31]=[CH:30][N:29]=1 |f:4.5|. Reported procedure: To ethanol (60 mL) were sequentially added 4-chloro-5,8-dihydro-6H-spiro[1-benzothieno[2,3-d]pyrimidine-7,2′-[1,3]dioxolane] (5.70 g, 20.2 mmol), 3-Chloro-4-(pyridin-2-ylmethoxyl)-phenylamine (4.78 g, 20.37 mmol), and HCl in ethanol (1N, 4 mL). The suspension was stirred with heating to 80° C., upon which time the contents turn brown and homogeneous. After 12 h, the dark orange-yellow heterogeneous mixture was removed from heating, and allowed to cool to rt. The contents were concentrated down t... The reactants are C(C)(C)(C)OC(=O)N1CCC(CC1)C1=C(C=CC(=C1)F)OC (4-(5-fluoro-2-methoxyphenyl)piperidine-1-carboxylic acid t-butyl ester), B(Br)(Br)Br (boron tribromide), C(O)([O-])=O.[Na+] (sodium hydrogencarbonate). Solvent: ClCCl (dichloromethane), ClCCl (dichloromethane). Reaction conditions: temperature 60 celsius, time 4 hour. Product: FC1=CC(=C(C=C1)O)C1CCNCC1 (4-Fluoro-2-piperidin-4-ylphenol). Isolated yield 66.6%. RXN SMILES: C(OC([N:8]1[CH2:13][CH2:12][CH:11]([C:14]2[CH:19]=[C:18]([F:20])[CH:17]=[CH:16][C:15]=2[O:21]C)[CH2:10][CH2:9]1)=O)(C)(C)C.B(Br)(Br)Br.C(=O)([O-])O.[Na+]>ClCCl>[F:20][C:18]1[CH:17]=[CH:16][C:15]([OH:21])=[C:14]([CH:11]2[CH2:10][CH2:9][NH:8][CH2:13][CH2:12]2)[CH:19]=1 |f:2.3|. Reported procedure: To a solution of 4-(5-fluoro-2-methoxyphenyl)piperidine-1-carboxylic acid t-butyl ester (2.0 g, 6.46 mmol) produced in Example (106b) in dichloromethane (50 mL) was added boron tribromide (1M solution in tetrahydrofuran, 19.4 mL, 19.4 mmol), followed by stirring for 4 hours at an external temperature of 60° C. Saturated aqueous solution of sodium hydrogencarbonate was added to the reaction mixture and extraction was performed with dichloromethane. The organic layer was dried over anhydrous magne... Starting materials: C(C)OC(=O)OC=1C=C(C=CC1OC(=O)OCC)C[C@@H](C(=O)O[C@@H]([C@@H](C)OC(C)=O)C)NC(=O)OC(C)(C)C ((1R,2R)-2-Acetyloxy-1-methylpropyl(2S)-3-[3,4-Bis(ethoxycarbonyloxy)phenyl]-2-[(tert-butoxy)carbonylamino]propanoate), Cl (HCl). Run in O1CCOCC1 (1,4-dioxane). Run at time 60 minute. Product: Cl.N[C@H](C(=O)O[C@@H]([C@@H](C)OC(C)=O)C)CC1=CC(=C(C=C1)OC(=O)OCC)OC(=O)OCC ((1R,2R)-2-Acetyloxy-1-methylpropyl(2S)-2-Amino-3-[3,4-bis(ethoxycarbonyloxy)phenyl]propanoate Hydrochloride). Isolated yield 96.0%. As a reaction SMILES: [CH2:1]([O:3][C:4]([O:6][C:7]1[CH:8]=[C:9]([CH2:19][C@H:20]([NH:32]C(OC(C)(C)C)=O)[C:21]([O:23][C@H:24]([CH3:31])[C@H:25]([O:27][C:28](=[O:30])[CH3:29])[CH3:26])=[O:22])[CH:10]=[CH:11][C:12]=1[O:13][C:14]([O:16][CH2:17][CH3:18])=[O:15])=[O:5])[CH3:2].[ClH:40]>O1CCOCC1>[ClH:40].[NH2:32][C@@H:20]([CH2:19][C:9]1[CH:10]=[CH:11][C:12]([O:13][C:14]([O:16][CH2:17][CH3:18])=[O:15])=[C:7]([O:6][C:4]([O:3][CH2:1][CH3:2])=[O:5])[CH:8]=1)[C:21]([O:23][C@H:24]([CH3:31])[C@H:25]([O:27][C:28](=[O:30])[CH3:29])[CH3:26])=[O:22] |f:3.4|. Procedure: (1R,2R)-2-Acetyloxy-1-methylpropyl(2S)-3-[3,4-bis(ethoxycarbonyloxy)phenyl]-2-[(tert-butoxy)carbonylamino]propanoate (35) (0.6 g, 1.1 mmol) was dissolved in 10 mL of 4M HCl in 1,4-dioxane. The mixture was stirred at room temperature for 60 min. Dioxane was evaporated under reduced pressure. The colorless oil was further dried under vacuum to give 0.6 g (96% yield) of the title compound (31). 1H NMR (400 MHz, CD3OD): δ 1.16 (d, J=7.8 Hz, 3H), 1.18 (d, J=7.8 Hz, 3H), 1.35 (t, J=7.2 Hz, 3H), 1.36 (...